From a dataset of the Open Reaction Database (ORD), a public repository of structured organic reaction records. describe an organic reaction: reactants, conditions, products, and yield The reactants are O=C([O-])[O-], CI, CC(C)=O, ClCCl, O=[N+]([O-])c1ccc(O)cc1F, [K+], [K+]. The product is COc1ccc([N+](=O)[O-])c(F)c1. RXN SMILES: [C:12](=[O:13])([O-:14])[O-:15].[CH3:18][I:19].[CH3:23][C:24](=[O:25])[CH3:26].[Cl:20][CH2:21][Cl:22].[F:1][c:2]1[cH:3][c:4]([OH:11])[cH:5][cH:6][c:7]1[N+:8](=[O:9])[O-:10].[K+:16].[K+:17]>>[F:1][c:2]1[cH:3][c:4]([O:11][CH3:12])[cH:5][cH:6][c:7]1[N+:8](=[O:9])[O-:10].